From a dataset of the Open Reaction Database (ORD), a public repository of structured organic reaction records. describe an organic reaction: reactants, conditions, products, and yield Starting materials: ClC1=NC=C(C(=O)O)C=C1 (6-chloronicotinic acid), ClC1=CC=C(C=N1)C(F)(F)F (6-chloro-3-trifluoromethyl pyridine), [Cl-].[Al+3].[Cl-].[Cl-] (aluminum chloride). Reaction SMILES: [Cl:1][C:2]1[CH:10]=[CH:9][C:5]([C:6](O)=O)=[CH:4][N:3]=1.ClC1N=CC(C(F)(F)F)=CC=1.[Cl-:22].[Al+3].[Cl-:24].[Cl-:25]>>[Cl:1][C:2]1[N:3]=[CH:4][C:5]([C:6]([Cl:25])([Cl:24])[Cl:22])=[CH:9][CH:10]=1 |f:2.3.4.5|. Procedure: The process according to claim 4 wherein 6-chloronicotinic acid is produced by reacting 6-chloro-3-trifluoromethyl pyridine with aluminum chloride to obtain 6-chloro-3-trichloromethyl pyridine and then hydrolyzing the 6-chloro-3-trichloromethyl pyridine in the presence of sulfuric acid or phosphoric acid. Yields the product ClC1=CC=C(C=N1)C(Cl)(Cl)Cl (6-chloro-3-trichloromethyl pyridine). Reactants: NC1=CC=C(C=C1)C=CC1=CC=C(C=C1)N (4,4'-Diaminostilbene), C(C)(=O)[O-].[Na+] (sodium acetate), Cl (hydrochloric acid), C(C)(=O)OC(C)=O (Acetic anhydride). Run in O (water). Run at temperature 90 celsius, time 2 minute. Yields the product C(C)(=O)NC1=CC=C(C=C1)C=CC1=CC=C(C=C1)NC(C)=O (4,4'-Diacetamidostilbene). As a reaction SMILES: [NH2:1][C:2]1[CH:7]=[CH:6][C:5]([CH:8]=[CH:9][C:10]2[CH:15]=[CH:14][C:13]([NH2:16])=[CH:12][CH:11]=2)=[CH:4][CH:3]=1.Cl.[C:18](OC(=O)C)(=[O:20])[CH3:19].[C:25]([O-])(=[O:27])[CH3:26].[Na+]>O>[C:18]([NH:1][C:2]1[CH:3]=[CH:4][C:5]([CH:8]=[CH:9][C:10]2[CH:11]=[CH:12][C:13]([NH:16][C:25](=[O:27])[CH3:26])=[CH:14][CH:15]=2)=[CH:6][CH:7]=1)(=[O:20])[CH3:19] |f:3.4|. Procedure: 4,4'-Diaminostilbene (8.9 grams, 0.0847 --NH2 equivalent) from B above, is ground to a fine powder and added to a beaker containing stirred, 90° C. deionized water (1500 milliliters). After two minutes, aqueous 36.5% hydrochloric acid (8.47 grams, 0.0847 mole) is added to the stirred, 90° C. suspension. The solution which formed within five minutes is cooled to 60° C. Acetic anhydride (10.61 grams, 0.1039 mole) is added to the stirred solution and mixed therein for 30 seconds before addition of ... Starting materials: [Br-].COC(=O)C=1C(=NC(=CC1)C(F)(F)F)C[P+](C1=CC=CC=C1)(C1=CC=CC=C1)C1=CC=CC=C1 ((3-methoxycarbonyl-6-trifluoromethylpyridine-2-ylmethyl)triphenylphosphonium bromide), C([O-])([O-])=O.[Na+].[Na+] (sodium carbonate), aqueous solution, C=O (formaldehyde). Run in C(Cl)(Cl)Cl (chloroform), O (water). Conditions: time 1.5 hour. Yields the product C(=C)C1=C(C(=O)OC)C=CC(=N1)C(F)(F)F (Methyl 2-vinyl-6-trifluoromethylnicotinate). Reaction SMILES: [Br-].[CH3:2][O:3][C:4]([C:6]1[C:7]([CH2:16][P+](C2C=CC=CC=2)(C2C=CC=CC=2)C2C=CC=CC=2)=[N:8][C:9]([C:12]([F:15])([F:14])[F:13])=[CH:10][CH:11]=1)=[O:5].[C:36](=O)([O-])[O-].[Na+].[Na+].C=O>C(Cl)(Cl)Cl.O>[CH:16]([C:7]1[N:8]=[C:9]([C:12]([F:13])([F:14])[F:15])[CH:10]=[CH:11][C:6]=1[C:4]([O:3][CH3:2])=[O:5])=[CH2:36] |f:0.1,2.3.4|. Procedure details: 5.7 g (10 mmol) of (3-methoxycarbonyl-6-trifluoromethylpyridine-2-ylmethyl)triphenylphosphonium bromide are dissolved at room temperature in a 2-phase system of 25 ml of chloroform and 2.1 g (20 mmol) of sodium carbonate and reacted, in 10 ml of water, with a 35% aqueous solution of 1.7 g (20 mmol) of formaldehyde. After 1.5 hours, the organic phase is separated off and filtered through silica gel. Methyl 2-vinyl-6-trifluoromethylnicotinate is obtained as an oil, 1H-NMR (CDCl3): 8.31, d, CH, 7.1... Reactants: CN(C=O)C (N,N-dimethylformamide), ClC=1C(=C(C=C2C(C(=CN(C12)C1=NC(=C(C=C1F)F)NC)C(=O)O)=O)F)F (8-chloro-6,7-difluoro-1-(3,5-difluoro-6-methylaminopyridine-2-yl)-4-oxo-1,4-dihydroquinoline-3-carboxylic acid), Cl.Cl.NC1CNC1 (3-aminoazetidine dihydrochloride), CN1CCCC1 (N-methylpyrrolidine). Run in C(C)O (ethanol). Reaction conditions: temperature 100 celsius, time 1 hour. Yields the product NC1CN(C1)C1=C(C=C2C(C(=CN(C2=C1Cl)C1=NC(=C(C=C1F)F)NC)C(=O)O)=O)F (7-(3-aminoazetidine-1-yl)-8-chloro-6-fluoro-1-(3,5-difluoro-6-methylaminopyridine-2-yl)-4-oxo-1,4-dihydroquinoline-3-carboxylic acid). Yield: 90.3%. Reaction SMILES: CN(C)C=O.[Cl:6][C:7]1[C:8](F)=[C:9]([F:31])[CH:10]=[C:11]2[C:16]=1[N:15]([C:17]1[C:22]([F:23])=[CH:21][C:20]([F:24])=[C:19]([NH:25][CH3:26])[N:18]=1)[CH:14]=[C:13]([C:27]([OH:29])=[O:28])[C:12]2=[O:30].Cl.Cl.[NH2:35][CH:36]1[CH2:39][NH:38][CH2:37]1.CN1CCCC1>C(O)C>[NH2:35][CH:36]1[CH2:39][N:38]([C:8]2[C:7]([Cl:6])=[C:16]3[C:11]([C:12](=[O:30])[C:13]([C:27]([OH:29])=[O:28])=[CH:14][N:15]3[C:17]3[C:22]([F:23])=[CH:21][C:20]([F:24])=[C:19]([NH:25][CH3:26])[N:18]=3)=[CH:10][C:9]=2[F:31])[CH2:37]1 |f:2.3.4|. Procedure details: To 400 mg of N,N-dimethylformamide were added 100 mg of 8-chloro-6,7-difluoro-1-(3,5-difluoro-6-methylaminopyridine-2-yl)-4-oxo-1,4-dihydroquinoline-3-carboxylic acid, 60 mg of 3-aminoazetidine dihydrochloride, and 120 mg of N-methylpyrrolidine, and the mixture was stirred at 100° C. for 1 hour. After adding 0.5 ml of ethanol, the mixture was allowed to cool, and the precipitate was collected by filtration and washed with ethanol and diisopropylether successively to obtain 102 mg of the title co...